From a dataset of the Open Reaction Database (ORD), a public repository of structured organic reaction records. describe an organic reaction: reactants, conditions, products, and yield The reactants are [N+](=O)([O-])C1=C(OC(C(=O)Cl)C)C=C(C=C1)OC1=CC=C(C=C1)F (2-[2-nitro-5-(4-fluorophenoxy)phenoxy]propionyl chloride), C(C)NCC1=CC=CO1 (N-Ethyl-N-furfurylamine). Run in C(Cl)Cl (methylene chloride), C(Cl)Cl (methylene chloride). Conditions: temperature -15 celsius. The product is C(C)N(C(C(C)OC1=C(C=CC(=C1)OC1=CC=C(C=C1)F)[N+](=O)[O-])=O)CC1=CC=CO1 (N-ethyl-N-furfuryl-2-[2-nitro-5-(4-fluorophenoxy)phenoxy]propionamide). As a reaction SMILES: [CH2:1]([NH:3][CH2:4][C:5]1[O:9][CH:8]=[CH:7][CH:6]=1)[CH3:2].[N+:10]([C:13]1[CH:24]=[CH:23][C:22]([O:25][C:26]2[CH:31]=[CH:30][C:29]([F:32])=[CH:28][CH:27]=2)=[CH:21][C:14]=1[O:15][CH:16]([CH3:20])[C:17](Cl)=[O:18])([O-:12])=[O:11]>C(Cl)Cl>[CH2:1]([N:3]([CH2:4][C:5]1[O:9][CH:8]=[CH:7][CH:6]=1)[C:17](=[O:18])[CH:16]([O:15][C:14]1[CH:21]=[C:22]([O:25][C:26]2[CH:31]=[CH:30][C:29]([F:32])=[CH:28][CH:27]=2)[CH:23]=[CH:24][C:13]=1[N+:10]([O-:12])=[O:11])[CH3:20])[CH3:2]. Procedure details: N-Ethyl-N-furfurylamine (0.015 mole) triethylamine (5 ml) and methylene chloride (50 ml) are charged into a glass reaction vessel equipped with a mechanical stirrer, thermometer and addition funnel. The reaction mixture is cooled to about -15° C. and a solution of 2-[2-nitro-5-(4-fluorophenoxy)phenoxy]propionyl chloride (0.01 mole) in methylene chloride (50 ml) is added dropwise with stirring. After the addition is completed the reaction mixture is allowed to warm to room temperature with contin...